From a dataset of the Open Reaction Database (ORD), a public repository of structured organic reaction records. describe an organic reaction: reactants, conditions, products, and yield Starting materials: [C-]#N.[Na+] (sodium cyanide), ClC=1C=C(C=CC1CC1C2(CCCC1)OCCO2)C(C)Br (1-[3-chloro-4-(2,2-ethylenedioxycyclohexane-1-yl methyl)phenyl]ethyl bromide). Run in O (water), CS(=O)C (dimethylsulfoxide), CS(=O)C (dimethylsulfoxide). Reaction conditions: time 1 hour. The product is ClC=1C=C(C=CC1CC1C2(CCCC1)OCCO2)C(C#N)C (2-[3-chloro-4-(2,2-ethylenedioxycyclohexane-1-yl methyl)phenyl]propionitrile). Yield: 74.9%. RXN SMILES: [C-:1]#[N:2].[Na+].[Cl:4][C:5]1[CH:6]=[C:7]([CH:22](Br)[CH3:23])[CH:8]=[CH:9][C:10]=1[CH2:11][CH:12]1[CH2:17][CH2:16][CH2:15][CH2:14][C:13]21[O:21][CH2:20][CH2:19][O:18]2>O.CS(C)=O>[Cl:4][C:5]1[CH:6]=[C:7]([CH:22]([CH3:23])[C:1]#[N:2])[CH:8]=[CH:9][C:10]=1[CH2:11][CH:12]1[CH2:17][CH2:16][CH2:15][CH2:14][C:13]21[O:21][CH2:20][CH2:19][O:18]2 |f:0.1|. Procedure details: 7.35 g of sodium cyanide were dissolved in 10 ml of water under heat, incorporated with 60 ml of dimethylsulfoxide, cooled to room temperature and then incorporated with a solution of 51 g of 1-[3-chloro-4-(2,2-ethylenedioxycyclohexane-1-yl methyl)phenyl]ethyl bromide in 90 ml of dimethylsulfoxide. The reaction mixture obtained was agitated at 70° C. for one hour, thereafter incorporated with water and extracted with ethyl acetate. The extract was washed with water, dried and then freed of the s... Starting materials: COC(=O)c1ccc(C(=O)NC(C)c2cccc3ccccc23)cc1Cl, CO, [Li+], C1CCOC1, [OH-], O, O. Product: CC(NC(=O)c1ccc(C(=O)O)c(Cl)c1)c1cccc2ccccc12. As a reaction SMILES: [CH3:1][O:2][C:3]([c:4]1[c:5]([Cl:25])[cH:6][c:7]([C:10](=[O:11])[NH:12][CH:13]([CH3:14])[c:15]2[cH:16][cH:17][cH:18][c:19]3[cH:20][cH:21][cH:22][cH:23][c:24]23)[cH:8][cH:9]1)=[O:26].[CH3:31][OH:32].[Li+:29].[O:33]1[CH2:34][CH2:35][CH2:36][CH2:37]1.[OH-:28].[OH2:27].[OH2:30]>>[O:2]=[C:3]([c:4]1[c:5]([Cl:25])[cH:6][c:7]([C:10](=[O:11])[NH:12][CH:13]([CH3:14])[c:15]2[cH:16][cH:17][cH:18][c:19]3[cH:20][cH:21][cH:22][cH:23][c:24]23)[cH:8][cH:9]1)[OH:26]. Starting materials: C(=S)=S (Carbon disulphide), OS(=O)(=O)OC[C@@H]1NCC2=CC=CC=C2C1 ((R)-3-hydroxysulphonyloxymethyl-1,2,3,4-tetrahydroisoquinoline), Cl (hydrochloric acid). Run in [OH-].[Na+] (sodium hydroxide). Conditions: time 1 hour. Product: C1SC(N2CC=3C=CC=CC3C[C@@H]21)=S ((R)-1,5,10,10a-Tetrahydrothiazolo[3,4-b]isoquinoline-3-thione). Isolated yield 97.3%. RXN SMILES: [C:1](=[S:3])=[S:2].OS(O[CH2:9][C@H:10]1[CH2:19][C:18]2[C:13](=[CH:14][CH:15]=[CH:16][CH:17]=2)[CH2:12][NH:11]1)(=O)=O.Cl>[OH-].[Na+]>[CH2:9]1[C@@H:10]2[N:11]([CH2:12][C:13]3[CH:14]=[CH:15][CH:16]=[CH:17][C:18]=3[CH2:19]2)[C:1](=[S:3])[S:2]1 |f:3.4|. Procedure: Carbon disulphide (14 g.) is added dropwise, with vigorous stirring, to a solution of (R)-3-hydroxysulphonyloxymethyl-1,2,3,4-tetrahydroisoquinoline (33.9 g.) in 0.6N sodium hydroxide solution (1,000 cc.). After one hour at a temperature of about 20° C., a precipitate appears; stirring is continued for 15 hours. The mixture is neutralised by adding 4N hydrochloric acid. The crystals formed are filtered off and washed with water and then with ethanol. (R)-1,5,10,10a-Tetrahydrothiazolo[3,4-b]isoqu... Reactants: COc1cccc2sc(N3CCNCC3)nc12, CC(C)Oc1ccc(S(C)(=O)=O)cc1C(=O)O, Cl, C1CCOC1. Yields the product COc1cccc2sc(N3CCN(C(=O)c4cc(S(C)(=O)=O)ccc4OC(C)C)CC3)nc12. RXN SMILES: [CH3:19][O:20][c:21]1[cH:22][cH:23][cH:24][c:25]2[c:26]1[n:27][c:28]([N:30]1[CH2:31][CH2:32][NH:33][CH2:34][CH2:35]1)[s:29]2.[CH:1]([CH3:2])([CH3:3])[O:4][c:5]1[c:6]([C:7](=[O:8])[OH:9])[cH:10][c:11]([S:14](=[O:15])(=[O:16])[CH3:17])[cH:12][cH:13]1.[ClH:18].[O:36]1[CH2:37][CH2:38][CH2:39][CH2:40]1>>[CH:1]([CH3:2])([CH3:3])[O:4][c:5]1[c:6]([C:7](=[O:9])[N:33]2[CH2:32][CH2:31][N:30]([c:28]3[n:27][c:26]4[c:21]([O:20][CH3:19])[cH:22][cH:23][cH:24][c:25]4[s:29]3)[CH2:35][CH2:34]2)[cH:10][c:11]([S:14](=[O:15])(=[O:16])[CH3:17])[cH:12][cH:13]1. Starting materials: BrC=1C=CC=C2C(=C(NC12)C(=O)OCC)CCC=O (ethyl 7-bromo-3-(3-oxopropyl)-1H-indole-2-carboxylate), N1CCCC2=CC=CC=C12 (1,2,3,4-tetrahydroquinoline), C(C)(=O)[O-].[Na+] (sodium acetate). Solvent: C(C)(=O)OCC (ethyl acetate), ClC(C)Cl (dichloroethane). Reaction conditions: time 8 hour. The product is BrC=1C=CC=C2C(=C(NC12)C(=O)OCC)CCCN1CCCC2=CC=CC=C12 (ethyl 7-bromo-3-(3-(3,4-dihydroquinolin-1(2H)-yl)propyl)-1H-indole-2-carboxylate). Reaction SMILES: [Br:1][C:2]1[CH:3]=[CH:4][CH:5]=[C:6]2[C:10]=1[NH:9][C:8]([C:11]([O:13][CH2:14][CH3:15])=[O:12])=[C:7]2[CH2:16][CH2:17][CH:18]=O.[NH:20]1[C:29]2[C:24](=[CH:25][CH:26]=[CH:27][CH:28]=2)[CH2:23][CH2:22][CH2:21]1.C([O-])(=O)C.[Na+]>ClC(Cl)C.C(OCC)(=O)C>[Br:1][C:2]1[CH:3]=[CH:4][CH:5]=[C:6]2[C:10]=1[NH:9][C:8]([C:11]([O:13][CH2:14][CH3:15])=[O:12])=[C:7]2[CH2:16][CH2:17][CH2:18][N:20]1[C:29]2[C:24](=[CH:25][CH:26]=[CH:27][CH:28]=2)[CH2:23][CH2:22][CH2:21]1 |f:2.3|. Reported procedure: To a mixture of EXAMPLE 103A (325 mg) and 1,2,3,4-tetrahydroquinoline (160 mg) in dichloroethane (10 mL) was added sodium acetate (310 mg). The mixture was stirred at ambient temperature overnight, diluted with ethyl acetate (200 mL) and washed with 1N NaOH, water, and brine. After drying over sodium sulfate and concentration, the concentrate was loaded on a silica gel cartridge and eluted with 5% ethyl acetate in hexane.